describe an organic reaction: reactants, conditions, products, and yield From a dataset of the Open Reaction Database (ORD), a public repository of structured organic reaction records. The reactants are C(C)[N-]CC.C(C)[N-]CC.C(C)[N-]CC.C(C)[N-]CC.[Ti+4] (titanium tetrakis(diethylamide)), [Ti](Cl)(Cl)(Cl)Cl (titanium tetrachloride). Run in C1(=CC=CC=C1)C (toluene). Reaction conditions: time 1 hour. Product: C(C)[N-]CC.C(C)[N-]CC.C(C)[N-]CC.Cl[Ti+3] (chlorotitanium tris(diethylamide)). Reaction SMILES: [CH2:1]([N-:3][CH2:4][CH3:5])[CH3:2].[CH2:6]([N-:8][CH2:9][CH3:10])[CH3:7].[CH2:11]([N-:13][CH2:14][CH3:15])[CH3:12].C([N-]CC)C.[Ti+4].[Ti:22](Cl)(Cl)(Cl)[Cl:23]>C1(C)C=CC=CC=1>[CH2:1]([N-:3][CH2:4][CH3:5])[CH3:2].[CH2:6]([N-:8][CH2:9][CH3:10])[CH3:7].[CH2:11]([N-:13][CH2:14][CH3:15])[CH3:12].[Cl:23][Ti+3:22] |f:0.1.2.3.4,7.8.9.10|. Procedure: A 250 mL Schlenk flask is charged with toluene, 100 mL, and titanium tetrakis(diethylamide), 6.21 g (18.5 mmole). To the magnetically stirred solution is added titanium tetrachloride, 1.17 g (6.15 mmole) resulting in a gradual darkening of the solution. The mixture is stirred 1 hour while refluxing. All volatiles are removed under vacuum at room temperature leaving a yellow-brown oil. The oil is transferred to a micro distillation apparatus and distilled under vacuum. A yellow-brown liquid is ob...